This data is from the Open Reaction Database (ORD), a public repository of structured organic reaction records. The task is: describe an organic reaction: reactants, conditions, products, and yield Reactants: [Al+3], COCCOC, [Cl-], [H-], [H-], [H-], [H-], [Li+], [Na+], CCOC(=O)CC(NS(=O)(=O)c1ccc(C)cc1)c1cccnc1. Yields the product Cc1ccc(S(=O)(=O)NC(CCO)c2cccnc2)cc1. As a reaction SMILES: [Al+3:29].[CH3:33][O:34][CH2:35][CH2:36][O:37][CH3:38].[Cl-:32].[H-:25].[H-:26].[H-:27].[H-:28].[Li+:30].[Na+:31].[c:1]1([CH3:24])[cH:2][cH:3][c:4]([S:7](=[O:8])(=[O:9])[NH:10][CH:11]([CH2:12][C:13](=[O:14])[O:15][CH2:16][CH3:17])[c:18]2[cH:19][n:20][cH:21][cH:22][cH:23]2)[cH:5][cH:6]1>>[c:1]1([CH3:24])[cH:2][cH:3][c:4]([S:7](=[O:8])(=[O:9])[NH:10][CH:11]([CH2:12][CH2:13][OH:14])[c:18]2[cH:19][n:20][cH:21][cH:22][cH:23]2)[cH:5][cH:6]1. Starting materials: OC1=CC(=C(C=C1CCC)OC)OC (1-hydroxy-6-propyl-3,4-dimethoxybenzene), solution, C(C#C)Br (propargyl bromide), C([O-])([O-])=O.[K+].[K+] (potassium carbonate). The solvent is C1(=CC=CC=C1)C (toluene), CC(=O)C (acetone). The product is C(C#C)OC1=CC(=C(C=C1CCC)OC)OC (1-(propargyloxy)-6-propyl-3,4-dimethoxybenzene). As a reaction SMILES: [OH:1][C:2]1[C:7]([CH2:8][CH2:9][CH3:10])=[CH:6][C:5]([O:11][CH3:12])=[C:4]([O:13][CH3:14])[CH:3]=1.[CH2:15](Br)[C:16]#[CH:17].C(=O)([O-])[O-].[K+].[K+]>C1(C)C=CC=CC=1.CC(C)=O>[CH2:17]([O:1][C:2]1[C:7]([CH2:8][CH2:9][CH3:10])=[CH:6][C:5]([O:11][CH3:12])=[C:4]([O:13][CH3:14])[CH:3]=1)[C:16]#[CH:15] |f:2.3.4|. Procedure: Following the same procedure as in Example 3 b), 3.92 g (0.02 moles) of 1-hydroxy-6-propyl-3,4-dimethoxybenzene were reacted with 3.0 g (0.02 moles) of a solution of propargyl bromide in toluene (80% w/w) and 2.8 g (0.02 moles) of anhydrous potassium carbonate in 20 ml of acetone. The reactants are BrCc1ccc(-c2ncon2)cc1, O=C([O-])[O-], O=S(=O)(NC1CCCCCC1CO)c1ccc(Cl)cc1, N#Cc1ccc(CN(C2CCCCCC2CO)S(=O)(=O)c2ccc(Cl)cc2)cc1, [Cs+], [Cs+]. Product: O=S(=O)(c1ccc(Cl)cc1)N(Cc1ccc(-c2ncon2)cc1)C1CCCCCC1CO. Reaction SMILES: [Br:27][CH2:28][c:29]1[cH:30][cH:31][c:32](-[c:35]2[n:36][o:37][cH:38][n:39]2)[cH:33][cH:34]1.[C:21](=[O:22])([O-:23])[O-:24].[Cl:1][c:2]1[cH:3][cH:4][c:5]([S:8](=[O:9])(=[O:10])[NH:11][CH:12]2[CH:13]([CH2:19][OH:20])[CH2:14][CH2:15][CH2:16][CH2:17][CH2:18]2)[cH:6][cH:7]1.[Cl:40][c:41]1[cH:42][cH:43][c:44]([S:45]([N:46]([CH2:47][c:48]2[cH:49][cH:50][c:51]([C:52]#[N:53])[cH:54][cH:55]2)[CH:56]2[CH2:57][CH2:58][CH2:59][CH2:60][CH2:61][CH:62]2[CH2:63][OH:64])(=[O:65])=[O:66])[cH:67][cH:68]1.[Cs+:25].[Cs+:26]>>[Cl:1][c:2]1[cH:3][cH:4][c:5]([S:8](=[O:9])(=[O:10])[N:11]([CH:12]2[CH:13]([CH2:19][OH:20])[CH2:14][CH2:15][CH2:16][CH2:17][CH2:18]2)[CH2:28][c:29]2[cH:30][cH:31][c:32](-[c:35]3[n:36][o:37][cH:38][n:39]3)[cH:33][cH:34]2)[cH:6][cH:7]1. Reactants: CC1=C2C=CNC2=CC=C1[N+](=O)[O-] (4-methyl-5-nitroindole), CC1(OC(=O)CC(=O)O1)C (Meldrum's acid), C=O (formaldehyde). The reagents and catalysts are N1C(C(=O)O)CCC1 (D,L-proline). The solvent is C(C)#N (acetonitrile). Yields the product CC1=C2C(=CNC2=CC=C1[N+](=O)[O-])CC1C(OC(OC1=O)(C)C)=O (5-(4-Methyl-5-nitroindol-3-ylmethyl)-2,2-dimethyl-1,3-dioxane-4,6-dione). Isolated yield 63.5%. As a reaction SMILES: [CH3:1][C:2]1[C:10]([N+:11]([O-:13])=[O:12])=[CH:9][CH:8]=[C:7]2[C:3]=1[CH:4]=[CH:5][NH:6]2.[CH3:14][C:15]1([CH3:23])[O:22][C:20](=[O:21])[CH2:19][C:17](=[O:18])[O:16]1.[CH2:24]=O>C(#N)C.N1CCCC1C(O)=O>[CH3:1][C:2]1[C:10]([N+:11]([O-:13])=[O:12])=[CH:9][CH:8]=[C:7]2[C:3]=1[C:4]([CH2:24][CH:19]1[C:20](=[O:21])[O:22][C:15]([CH3:23])([CH3:14])[O:16][C:17]1=[O:18])=[CH:5][NH:6]2. Procedure details: An adaption of the procedure of Flaugh was used. Thus, a solution of 4-methyl-5-nitroindole (0.880 g, 5.00 mmol), Meldrum's acid (0.864 g, 6.00 mmol), 37% aqueous formaldehyde (0.5 mL, 6.0 mmol) and D,L-proline (0.029 g, 0.25 mmol) in 25 mL of acetonitrile was stirred at room temperature for 72 h. The resulting yellow slurry was stored at -20° C. and then the cold mixture was filtered. The filtercake was washed with cold acetonitrile and ether, and then it was dried in vacuo to give the title co...